This data is from the Open Reaction Database (ORD), a public repository of structured organic reaction records. The task is: describe an organic reaction: reactants, conditions, products, and yield Starting materials: C(C1=CC=CC=C1)OC1=C(C=C2C(=CC(=NC2=C1)C)N1CCCC1)F (7-benzyloxy-6-fluoro-2-methyl-4-pyrrolidin-1-yl-quinoline), product. The reagents and catalysts are [Pd] (palladium on charcoal). Solvent: CO (MeOH). Conditions: time 1.5 hour. The product is FC=1C=C2C(=CC(=NC2=CC1O)C)N1CCCC1 (6-fluoro-2-methyl-4-pyrrolidin-1-yl-quinolin-7-ol). The yield is 92.9%. Reaction SMILES: C([O:8][C:9]1[CH:18]=[C:17]2[C:12]([C:13]([N:20]3[CH2:24][CH2:23][CH2:22][CH2:21]3)=[CH:14][C:15]([CH3:19])=[N:16]2)=[CH:11][C:10]=1[F:25])C1C=CC=CC=1>CO.[Pd]>[F:25][C:10]1[CH:11]=[C:12]2[C:17](=[CH:18][C:9]=1[OH:8])[N:16]=[C:15]([CH3:19])[CH:14]=[C:13]2[N:20]1[CH2:24][CH2:23][CH2:22][CH2:21]1. Procedure: A solution of 1.5 g (4.46 mmol) of 7-benzyloxy-6-fluoro-2-methyl-4-pyrrolidin-1-yl-quinoline, product of example 99, dissolved in 40 ml of MeOH was treated with 0.375 g of palladium on charcoal (10%) and then hydrogenated at RT for 1.5 h until HPLC analysis indicated the completion of the reaction. The catalyst was filtered off, and the solution was concentrated in vacuo. The residue was triturated with AcOEt, collected by filtration and dried in a high vacuum to give 1.02 g (92.8%) 6-fluoro-2-m... Reactants: CCCCc1cc2cc(N)ccc2o1, CS(=O)(=O)Cl, Cc1ccccc1, CCOC(C)=O, C[N+](C)(C)C, [Cl-], Cl, O. Product: CCCCc1cc2cc(NS(C)(=O)=O)ccc2o1. RXN SMILES: [CH2:7]([CH2:8][CH2:9][CH3:10])[c:11]1[o:12][c:13]2[c:14]([cH:15]1)[cH:16][c:17]([NH2:20])[cH:18][cH:19]2.[CH3:1][S:2]([Cl:3])(=[O:4])=[O:5].[CH3:21][c:22]1[cH:23][cH:24][cH:25][cH:26][cH:27]1.[CH3:28][CH2:29][O:30][C:31](=[O:32])[CH3:33].[CH3:35][N+:36]([CH3:37])([CH3:38])[CH3:39].[Cl-:34].[ClH:6].[OH2:40]>>[CH3:1][S:2](=[O:4])(=[O:5])[NH:20][c:17]1[cH:16][c:14]2[c:13]([o:12][c:11]([CH2:7][CH2:8][CH2:9][CH3:10])[cH:15]2)[cH:19][cH:18]1. The reactants are C1(=C(C=CC=C1)NC(OC1CCN(CC1)CCN(C)C(CCCCO)=O)=O)C1=CC=CC=C1 (1-{2-[(5-Hydroxypentanoyl)(methyl)amino]ethyl}piperidin-4-yl biphenyl-2-ylcarbamate), aldehyde, NC1=CC=C(C(=O)OC(C)(C)C)C=C1 (tert-butyl 4-aminobenzoate). Yields the product C(C)(C)(C)OC(C1=CC=C(C=C1)NCCCCC(=O)N(C)CCN1CCC(CC1)OC(NC1=C(C=CC=C1)C1=CC=CC=C1)=O)=O (tert-Butyl-4-({5-[(2-{4-[(biphenyl-2-ylcarbamoyl)oxy]piperidin-1-yl}ethyl)(methyl)amino]-5-oxopentyl}amino)benzoate). Isolated yield 77.3%. As a reaction SMILES: [C:1]1([C:28]2[CH:33]=[CH:32][CH:31]=[CH:30][CH:29]=2)[CH:6]=[CH:5][CH:4]=[CH:3][C:2]=1[NH:7][C:8](=[O:27])[O:9][CH:10]1[CH2:15][CH2:14][N:13]([CH2:16][CH2:17][N:18]([C:20](=[O:26])[CH2:21][CH2:22][CH2:23][CH2:24]O)[CH3:19])[CH2:12][CH2:11]1.[NH2:34][C:35]1[CH:47]=[CH:46][C:38]([C:39]([O:41][C:42]([CH3:45])([CH3:44])[CH3:43])=[O:40])=[CH:37][CH:36]=1>>[C:42]([O:41][C:39](=[O:40])[C:38]1[CH:46]=[CH:47][C:35]([NH:34][CH2:24][CH2:23][CH2:22][CH2:21][C:20]([N:18]([CH2:17][CH2:16][N:13]2[CH2:12][CH2:11][CH:10]([O:9][C:8](=[O:27])[NH:7][C:2]3[CH:3]=[CH:4][CH:5]=[CH:6][C:1]=3[C:28]3[CH:29]=[CH:30][CH:31]=[CH:32][CH:33]=3)[CH2:15][CH2:14]2)[CH3:19])=[O:26])=[CH:36][CH:37]=1)([CH3:43])([CH3:44])[CH3:45]. Procedure: The compound (242 mg, 0.534 mmol) obtained in Example 31a was used to give a crude aldehyde compound (252 mg) according to the method described in Example 4g. The resulting crude aldehyde compound and tert-butyl 4-aminobenzoate (92 mg, 0.475 mmol) were used to give the title compound (231 mg; yield, 69%) as a white solid according to the method described in Example 18b. Reactants: CCO, CCOC(=O)CCc1cc2cc(-c3noc(-c4ccc(OC(C)C)c(Cl)c4)n3)ccc2[nH]1, [Na+], [OH-]. Yields the product CC(C)Oc1ccc(-c2nc(-c3ccc4[nH]c(CCC(=O)[O-])cc4c3)no2)cc1Cl, [Na+]. Reaction SMILES: [CH3:35][CH2:36][OH:37].[Cl:3][c:4]1[cH:5][c:6](-[c:14]2[n:15][c:16](-[c:19]3[cH:20][c:21]4[cH:22][c:23]([CH2:28][CH2:29][C:30](=[O:31])[O:32][CH2:33][CH3:34])[nH:24][c:25]4[cH:26][cH:27]3)[n:17][o:18]2)[cH:7][cH:8][c:9]1[O:10][CH:11]([CH3:12])[CH3:13].[Na+:2].[OH-:1]>>[Cl:3][c:4]1[cH:5][c:6](-[c:14]2[n:15][c:16](-[c:19]3[cH:20][c:21]4[cH:22][c:23]([CH2:28][CH2:29][C:30](=[O:31])[O-:32])[nH:24][c:25]4[cH:26][cH:27]3)[n:17][o:18]2)[cH:7][cH:8][c:9]1[O:10][CH:11]([CH3:12])[CH3:13].[Na+:2]. Starting materials: C1(=CC=CC=C1)CCN1CCC(CC1)C(C1=CC=C(C=C1)F)=O (N-(2-phenylethyl)-4-(4-fluorobenzoyl)piperidine), FC1=CC=C(CN)C=C1 (4-fluorobenzylamine), C1(=CC=CC=C1)S(=O)(=O)O (benzenesulfonic acid). Run in C=1(C(=CC=CC1)C)C (xylene). Product: FC1=CC=C(C=C1)C(=NCC1=CC=C(C=C1)F)C1CCN(CC1)CCC1=CC=CC=C1 (a-(4-fluorophenyl)-N-[(4-fluorophenyl)methyl]-1-(2-phenylethyl)-4-piperidinemethanimine). Isolated yield 80.5%. Reaction SMILES: [C:1]1([CH2:7][CH2:8][N:9]2[CH2:14][CH2:13][CH:12]([C:15](=O)[C:16]3[CH:21]=[CH:20][C:19]([F:22])=[CH:18][CH:17]=3)[CH2:11][CH2:10]2)[CH:6]=[CH:5][CH:4]=[CH:3][CH:2]=1.[F:24][C:25]1[CH:32]=[CH:31][C:28]([CH2:29][NH2:30])=[CH:27][CH:26]=1.C1(S(O)(=O)=O)C=CC=CC=1>C1(C)C(C)=CC=CC=1>[F:22][C:19]1[CH:20]=[CH:21][C:16]([C:15]([CH:12]2[CH2:13][CH2:14][N:9]([CH2:8][CH2:7][C:1]3[CH:6]=[CH:5][CH:4]=[CH:3][CH:2]=3)[CH2:10][CH2:11]2)=[N:30][CH2:29][C:28]2[CH:31]=[CH:32][C:25]([F:24])=[CH:26][CH:27]=2)=[CH:17][CH:18]=1. Reported procedure: A mixture of 11.4 g (0.037 mol) of N-(2-phenylethyl)-4-(4-fluorobenzoyl)piperidine, 6.79 g (0.054 mol) of 4-fluorobenzylamine and 0.54 g (0.0034 mol) of benzenesulfonic acid in 400 mL of xylene was heated at reflux for 24 h. Water was removed from the reaction mixture with a Dean-Stark trap. The solvent was removed in vacuo, and the residue was partitioned between CH2Cl2 and dilute NaOH. The CH2Cl2 solution was dried (Na2SO4), and the solvent was removed in vacuo to give 12.46 g (81.2%) a-(4-flu...